This data is from the Open Reaction Database (ORD), a public repository of structured organic reaction records. The task is: describe an organic reaction: reactants, conditions, products, and yield The reactants are FC(C=1C=C(CN(C2=NC=C(C=N2)Br)CC2=C(C=CC(=C2)C(F)(F)F)N(CC)C[C@@H]2CC[C@H](CC2)CC(=O)OCC)C=C(C1)C(F)(F)F)(F)F (Ethyl trans-(4-{[(2-{[(3,5-bis-trifluoromethyl-benzyl)-(5-bromo-pyrimidin-2-yl)-amino]-methyl}-4-trifluoromethyl-phenyl)-ethyl-amino]-methyl}-cyclohexyl)-acetate), CS(=O)C (dimethylsulfoxide), C(C)(=O)[O-].[K+] (potassium acetate), B1(OC(C(O1)(C)C)(C)C)B2OC(C(O2)(C)C)(C)C (bis(pinacolato)diboron). Solvent: [Cl-].[Na+].O (brine), C(C)(=O)OCC (ethyl acetate). Run at temperature 80 celsius, time 2 hour. Yields the product FC(C=1C=C(CN(C2=NC=C(C=N2)O)CC2=C(C=CC(=C2)C(F)(F)F)N(CC)C[C@@H]2CC[C@H](CC2)CC(=O)OCC)C=C(C1)C(F)(F)F)(F)F (ethyl trans-(4-{[(2-{[(3,5-bis-trifluoromethyl-benzyl)-(5-hydroxy-pyrimidin-2-yl)-amino]-methyl}-4-trifluoromethyl-phenyl)-ethylamino]-methyl}-cyclohexyl)-acetate). RXN SMILES: [F:1][C:2]([F:50])([F:49])[C:3]1[CH:4]=[C:5]([CH:42]=[C:43]([C:45]([F:48])([F:47])[F:46])[CH:44]=1)[CH2:6][N:7]([CH2:15][C:16]1[CH:21]=[C:20]([C:22]([F:25])([F:24])[F:23])[CH:19]=[CH:18][C:17]=1[N:26]([CH2:29][C@H:30]1[CH2:35][CH2:34][C@H:33]([CH2:36][C:37]([O:39][CH2:40][CH3:41])=[O:38])[CH2:32][CH2:31]1)[CH2:27][CH3:28])[C:8]1[N:13]=[CH:12][C:11](Br)=[CH:10][N:9]=1.CS(C)=[O:53].C([O-])(=O)C.[K+].B1(B2OC(C)(C)C(C)(C)O2)OC(C)(C)C(C)(C)O1>[Cl-].[Na+].O.C(OCC)(=O)C>[F:1][C:2]([F:50])([F:49])[C:3]1[CH:4]=[C:5]([CH:42]=[C:43]([C:45]([F:48])([F:47])[F:46])[CH:44]=1)[CH2:6][N:7]([CH2:15][C:16]1[CH:21]=[C:20]([C:22]([F:25])([F:24])[F:23])[CH:19]=[CH:18][C:17]=1[N:26]([CH2:29][C@H:30]1[CH2:35][CH2:34][C@H:33]([CH2:36][C:37]([O:39][CH2:40][CH3:41])=[O:38])[CH2:32][CH2:31]1)[CH2:27][CH3:28])[C:8]1[N:13]=[CH:12][C:11]([OH:53])=[CH:10][N:9]=1 |f:2.3,5.6.7|. Reported procedure: Ethyl trans-(4-{[(2-{[(3,5-bis-trifluoromethyl-benzyl)-(5-bromo-pyrimidin-2-yl)-amino]-methyl}-4-trifluoromethyl-phenyl)-ethyl-amino]-methyl}-cyclohexyl)-acetate (which is prepared by treating the corresponding starting compound in a same manner as in Example 12 (1)-(3)) (2.6 g) is dissolved dimethylsulfoxide (15 ml), and thereto are added [1,1′-bis(diphenylphosphino)ferrocene]dichloropalladium dichloromethane complex (73 mg), potassium acetate (977 mg) and bis(pinacolato)diboron (1.26 g), and t...